This data is from the Open Reaction Database (ORD), a public repository of structured organic reaction records. The task is: describe an organic reaction: reactants, conditions, products, and yield Starting materials: CC(O)(CN1CCN(C2CCN(c3ccc(OC(F)(F)F)cc3)CC2)CC1)Cn1cc([N+](=O)[O-])nc1Br, CCOC(C)=O, CN(C)C=O, [H-], [Na+], O. Yields the product CC1(CN2CCN(C3CCN(c4ccc(OC(F)(F)F)cc4)CC3)CC2)Cn2cc([N+](=O)[O-])nc2O1. RXN SMILES: [Br:1][c:2]1[n:3]([CH2:10][C:11]([CH2:12][N:13]2[CH2:14][CH2:15][N:16]([CH:19]3[CH2:20][CH2:21][N:22]([c:25]4[cH:26][cH:27][c:28]([O:31][C:32]([F:33])([F:34])[F:35])[cH:29][cH:30]4)[CH2:23][CH2:24]3)[CH2:17][CH2:18]2)([OH:36])[CH3:37])[cH:4][c:5]([N+:7](=[O:8])[O-:9])[n:6]1.[CH3:40][CH2:41][O:42][C:43](=[O:44])[CH3:45].[CH3:47][N:48]([CH3:49])[CH:50]=[O:51].[H-:38].[Na+:39].[OH2:46]>>[c:2]12[n:3]([cH:4][c:5]([N+:7](=[O:8])[O-:9])[n:6]1)[CH2:10][C:11]([CH2:12][N:13]1[CH2:14][CH2:15][N:16]([CH:19]3[CH2:20][CH2:21][N:22]([c:25]4[cH:26][cH:27][c:28]([O:31][C:32]([F:33])([F:34])[F:35])[cH:29][cH:30]4)[CH2:23][CH2:24]3)[CH2:17][CH2:18]1)([CH3:37])[O:36]2.